Task: describe an organic reaction: reactants, conditions, products, and yield. Dataset: the Open Reaction Database (ORD), a public repository of structured organic reaction records Starting materials: [H-].[Na+] (sodium hydride), SC1=NC=CC=C1 (2-mercaptopyridine), FC1=CC=C(C=C1)[N+](=O)[O-] (4-fluoronitrobenzene). Solvent: CN(C)C=O (DMF). Conditions: time 15 minute. Yields the product [N+](=O)([O-])C1=CC=C(C=C1)SC1=NC=CC=C1 (2-[(4-nitrophenyl)sulfanyl]pyridine). Yield: 78.5%. As a reaction SMILES: [SH:1][C:2]1[CH:7]=[CH:6][CH:5]=[CH:4][N:3]=1.[H-].[Na+].F[C:11]1[CH:16]=[CH:15][C:14]([N+:17]([O-:19])=[O:18])=[CH:13][CH:12]=1>CN(C=O)C>[N+:17]([C:14]1[CH:15]=[CH:16][C:11]([S:1][C:2]2[CH:7]=[CH:6][CH:5]=[CH:4][N:3]=2)=[CH:12][CH:13]=1)([O-:19])=[O:18] |f:1.2|. Reported procedure: 2-mercaptopyridine (10 g) was dissolved in DMF (100 ml), 60% sodium hydride (3.6 g) was added to the mixture at 0° C., and then, the mixture was stirred for 15 minutes at room temperature. 4-fluoronitrobenzene (9.75 g) was added dropwise to the mixture at 0° C. and the mixture was stirred for 1 hour at room temperature. To the reaction mixture was added, and the precipitated crystals were collected by filtration, and washed with hexane/diethylether, to give 2-[(4-nitrophenyl)sulfanyl]pyridine (1...